Dataset: the Open Reaction Database (ORD), a public repository of structured organic reaction records. Task: describe an organic reaction: reactants, conditions, products, and yield Starting materials: C1COCCN1, Cn1ncc(C(=O)O)c1C(=O)Nc1ccn2nc(-c3cccc(F)c3)nc2c1. Product: Cn1ncc(C(=O)N2CCOCC2)c1C(=O)Nc1ccn2nc(-c3cccc(F)c3)nc2c1. RXN SMILES: [CH2:29]1[CH2:30][O:31][CH2:32][CH2:33][NH:34]1.[F:1][c:2]1[cH:3][c:4](-[c:8]2[n:9][n:10]3[c:11]([cH:12][c:13]([NH:16][C:17](=[O:18])[c:19]4[c:20]([C:25](=[O:26])[OH:27])[cH:21][n:22][n:23]4[CH3:24])[cH:14][cH:15]3)[n:28]2)[cH:5][cH:6][cH:7]1>>[F:1][c:2]1[cH:3][c:4](-[c:8]2[n:9][n:10]3[c:11]([cH:12][c:13]([NH:16][C:17](=[O:18])[c:19]4[c:20]([C:25](=[O:26])[N:34]5[CH2:29][CH2:30][O:31][CH2:32][CH2:33]5)[cH:21][n:22][n:23]4[CH3:24])[cH:14][cH:15]3)[n:28]2)[cH:5][cH:6][cH:7]1.